This data is from the Open Reaction Database (ORD), a public repository of structured organic reaction records. The task is: describe an organic reaction: reactants, conditions, products, and yield The product is CC(C)(C)NC(=O)c1ccc(C#N)cc1F. The reactants are CC(C)(C)NC(=O)c1ccc(Br)cc1F, N#C[Cu], NCCN, CN(C)C=O. RXN SMILES: [Br:1][c:2]1[cH:3][c:4]([F:15])[c:5]([C:6](=[O:7])[NH:8][C:9]([CH3:10])([CH3:11])[CH3:12])[cH:13][cH:14]1.[Cu:16][C:17]#[N:18].[NH2:19][CH2:20][CH2:21][NH2:22].[O:23]=[CH:24][N:25]([CH3:26])[CH3:27]>>[c:2]1([C:17]#[N:18])[cH:3][c:4]([F:15])[c:5]([C:6](=[O:7])[NH:8][C:9]([CH3:10])([CH3:11])[CH3:12])[cH:13][cH:14]1. Starting materials: B(O)(O)O (boric acid), [N+](=O)([O-])[O-].[Na+] (sodium nitrate), NC=1C=C(C=CC1C1CCCCC1)C(C(=O)OCC)=O (ethyl 3-amino-4-cyclohexylphenylglyoxylate), Cl (hydrochloric acid), F (hydrofluoric acid). Run in O (water). Run at temperature 0 celsius, time 0.5 hour. Product: diazonium salt, FC=1C=C(C=CC1C1CCCCC1)C(C(=O)OCC)=O (ethyl 3-fluoro-4-cyclohexylphenylglyoxylate). As a reaction SMILES: N[C:2]1[CH:3]=[C:4]([C:14](=[O:20])[C:15]([O:17][CH2:18][CH3:19])=[O:16])[CH:5]=[CH:6][C:7]=1[CH:8]1[CH2:13][CH2:12][CH2:11][CH2:10][CH2:9]1.Cl.[N+]([O-])([O-])=O.[Na+].B(O)(O)O.[FH:31]>O>[F:31][C:2]1[CH:3]=[C:4]([C:14](=[O:20])[C:15]([O:17][CH2:18][CH3:19])=[O:16])[CH:5]=[CH:6][C:7]=1[CH:8]1[CH2:13][CH2:12][CH2:11][CH2:10][CH2:9]1 |f:2.3|. Reported procedure: To 44.2 g. (0.15 moles) of ethyl 3-amino-4-cyclohexylphenylglyoxylate is added at 0° C. 44 ml. of 1.5 moles of concentrated hydrochloric acid. The reaction is maintained at 0° C. and the diazonium salt is prepared with 23.2 g. (0.32 moles) of 95% sodium nitrate in 80 ml. of water. To this mixture is rapidly added a solution of 10.4 g. (0.17 moles) of boric acid dissolved in 22 g. (0.66 moles) of 60% hydrofluoric acid. The reaction mixture is then stirred for 1/2 hour and filtered, washed with 3×... The reactants are CNS(=O)(C1=CC(=C(C(=C1)[N+](=O)[O-])N(CCC)CCC)[N+](=O)[O-])=O (N1 -methyl-3,5-dinitro-N4,N4 -dipropylsulfanilamide), ClC(=O)OCCC (n-propyl chloroformate), C([O-])([O-])=O.[K+].[K+] (potassium carbonate). Solvent: C(OC)COC (dimethoxyethane). Yields the product C(CC)OC(=O)N(S(=O)(C1=CC(=C(C(=C1)[N+](=O)[O-])N(CCC)CCC)[N+](=O)[O-])=O)C (N-propoxycarbonyl-N1 -methyl-3,5-dinitro-N4,N4 -di-n-propylsulfanilamide). Isolated yield 80.6%. As a reaction SMILES: [CH3:1][NH:2][S:3](=[O:24])([C:5]1[CH:10]=[C:9]([N+:11]([O-:13])=[O:12])[C:8]([N:14]([CH2:18][CH2:19][CH3:20])[CH2:15][CH2:16][CH3:17])=[C:7]([N+:21]([O-:23])=[O:22])[CH:6]=1)=[O:4].Cl[C:26]([O:28][CH2:29][CH2:30][CH3:31])=[O:27].C(=O)([O-])[O-].[K+].[K+]>C(COC)OC>[CH2:29]([O:28][C:26]([N:2]([CH3:1])[S:3](=[O:24])([C:5]1[CH:10]=[C:9]([N+:11]([O-:13])=[O:12])[C:8]([N:14]([CH2:18][CH2:19][CH3:20])[CH2:15][CH2:16][CH3:17])=[C:7]([N+:21]([O-:23])=[O:22])[CH:6]=1)=[O:4])=[O:27])[CH2:30][CH3:31] |f:2.3.4|. Procedure: A mixture of 4.5 g (0.0125 mol) N1 -methyl-3,5-dinitro-N4,N4 -dipropylsulfanilamide, 3.06 g (0.025 mol) n-propyl chloroformate, 3.5 g (0.025 mol) potassium carbonate, and 75 ml dimethoxyethane was heated at reflux for 2 hours. The reaction mixture was filtered and evaporated under reduced pressure. The residue was recrystallized from ethanol to give 4.5 g of the product, m.p. 110°-113°C, as an orange solid. Reactants: NC1=C(C=CC=C1)CCCC1N(CCCC1)C (2-(o-aminophenylpropyl)-1-methylpiperidine), COC1=CC=C(C(=O)NC2=C(C=CC=C2)CCCC2N(CCCC2)C)C=C1 (4-methoxy-2'-[3-(1-methyl-2-piperidyl)propyl]benzanilide), Cl (HCl), amine, [OH-].[Na+] (NaOH), C(C=CC1=CC=CC=C1)(=O)Cl (cinnamoyl chloride). Run in O (H2O), N1=CC=CC=C1 (pyridine), C1CCOC1 (THF). Run at time 3 hour. The product is CN1C(CCCC1)CCCC1=C(NC(C=CC2=CC=CC=C2)=O)C=CC=C1 (2'-[3-(1-methyl-2-piperidyl)propyl]cinnamanilide). The yield is 46.0%. RXN SMILES: CO[C:3]1[CH:27]=[CH:26][C:6]([C:7]([NH:9][C:10]2[CH:15]=[CH:14][CH:13]=[CH:12][C:11]=2[CH2:16][CH2:17][CH2:18][CH:19]2[CH2:24][CH2:23][CH2:22][CH2:21][N:20]2[CH3:25])=[O:8])=[CH:5][CH:4]=1.Cl.[OH-].[Na+].N[C:32]1C=CC=C[C:33]=1CCCC1CCCCN1C.C(Cl)(=O)C=CC1C=CC=CC=1>O.N1C=CC=CC=1.C1COCC1>[CH3:25][N:20]1[CH2:21][CH2:22][CH2:23][CH2:24][CH:19]1[CH2:18][CH2:17][CH2:16][C:11]1[CH:12]=[CH:13][CH:14]=[CH:15][C:10]=1[NH:9][C:7](=[O:8])[CH:6]=[CH:5][C:4]1[CH:3]=[CH:27][CH:26]=[CH:33][CH:32]=1 |f:2.3|. Reported procedure: A solution of 4-methoxy-2'-[3-(1-methyl-2-piperidyl)propyl]benzanilide (3.5 g., 0.0095 mole) and concentrated HCl (50 ml.) is heated at reflux for 16 hr., diluted with H2O (100 ml.), basified with 50% NaOH, and extracted with Et2O. The Et2O extracts are combined, washed (H2O and saturated NaCl), dried over MgSO4, and concentrated to give 2.2 g. of 2-(o-aminophenylpropyl)-1-methylpiperidine. The amine is dissolved in pyridine (50 ml.) and a solution of cinnamoyl chloride (1.8 g., 0.011 mole) in T... Reactants: NC=1SC(=C(N1)C(=O)N1[C@@H]([C@H]2C[C@H]2C1)CN)C1=CC(=CC=C1)F ([2-Amino-5-(3-fluoro-phenyl)-thiazol-4-yl]-((1S,2S,5R)-2-aminomethyl-3-aza-bicyclo[3.1.0]hex-3-yl)-methanone), CN1C=C(C2=CC=CC=C12)C(=O)O (1-Methyl-1H-indole-3-carboxylic acid). The product is NC=1SC(=C(N1)C(=O)N1[C@@H]([C@H]2C[C@H]2C1)CNC(=O)C1=CN(C2=CC=CC=C12)C)C1=CC(=CC=C1)F (1-Methyl-1H-indole-3-carboxylic Acid{(1S,2S,5R)-3-[2-amino-5-(3-fluoro-phenyl)-thiazole-4-carbonyl]-3-aza-bicyclo[3.1.0]hex-2-ylmethyl}-amide). Reaction SMILES: [NH2:1][C:2]1[S:3][C:4]([C:17]2[CH:22]=[CH:21][CH:20]=[C:19]([F:23])[CH:18]=2)=[C:5]([C:7]([N:9]2[CH2:14][C@H:13]3[C@H:11]([CH2:12]3)[C@H:10]2[CH2:15][NH2:16])=[O:8])[N:6]=1.[CH3:24][N:25]1[C:33]2[C:28](=[CH:29][CH:30]=[CH:31][CH:32]=2)[C:27]([C:34](O)=[O:35])=[CH:26]1>>[NH2:1][C:2]1[S:3][C:4]([C:17]2[CH:22]=[CH:21][CH:20]=[C:19]([F:23])[CH:18]=2)=[C:5]([C:7]([N:9]2[CH2:14][C@H:13]3[C@H:11]([CH2:12]3)[C@H:10]2[CH2:15][NH:16][C:34]([C:27]2[C:28]3[C:33](=[CH:32][CH:31]=[CH:30][CH:29]=3)[N:25]([CH3:24])[CH:26]=2)=[O:35])=[O:8])[N:6]=1. Procedure: prepared by reaction of [2-Amino-5-(3-fluoro-phenyl)-thiazol-4-yl]-((1S,2S,5R)-2-aminomethyl-3-aza-bicyclo[3.1.0]hex-3-yl)-methanone with 1-Methyl-1H-indole-3-carboxylic acid. LC-MS (basic): tR=0.80 min; [M+H]+=490.1. Reactants: CO, N#Cc1cc(C(F)(F)F)cc(C(F)(F)F)c1, [H][H], [Pd]. Product: NCc1cc(C(F)(F)F)cc(C(F)(F)F)c1. Reaction SMILES: [CH3:17][OH:18].[F:1][C:2]([c:3]1[cH:4][c:5]([C:6]#[N:7])[cH:8][c:9]([C:11]([F:12])([F:13])[F:14])[cH:10]1)([F:15])[F:16].[H:19][H:20].[Pd:21]>>[F:1][C:2]([c:3]1[cH:4][c:5]([CH2:6][NH2:7])[cH:8][c:9]([C:11]([F:12])([F:13])[F:14])[cH:10]1)([F:15])[F:16]. Reactants: BrC1=CC(=C(N)C(=C1)C)C (4-Bromo-2,6-dimethyl-aniline), COCCOC(=O)Cl (chloroformic acid 2-methoxyethyl ester), O (Water). Run in C(C)#N (acetonitrile). Conditions: temperature 130 celsius. Product: COCCOC(NC1=C(C=C(C=C1C)Br)C)=O ((4-Bromo-2,6-dimethyl-phenyl)-carbamic acid 2-methoxy-ethyl ester). Isolated yield 82.1%. Reaction SMILES: [Br:1][C:2]1[CH:8]=[C:7]([CH3:9])[C:5]([NH2:6])=[C:4]([CH3:10])[CH:3]=1.[CH3:11][O:12][CH2:13][CH2:14][O:15][C:16](Cl)=[O:17].O>C(#N)C>[CH3:11][O:12][CH2:13][CH2:14][O:15][C:16](=[O:17])[NH:6][C:5]1[C:7]([CH3:9])=[CH:8][C:2]([Br:1])=[CH:3][C:4]=1[CH3:10]. Procedure: 4-Bromo-2,6-dimethyl-aniline (2.00 g) and chloroformic acid 2-methoxyethyl ester (1.52 g) were dissolved in acetonitrile (25 mL) and heated to 130° C. for 15 minutes in a sealed microwave process vial. Water (25 mL) was added to the reaction mixture, and the product was collected by filtration and washed with water (25 mL) and heptane (25 mL) to furnish 2.48 g (82% yield) of the title compound as a white solid. LC-MS (m/z) 304 (MH+); tR=2.93, (UV, ELSD) 96%, 97%. 1H NMR (500 MHz, CDCl3): 2.36 (m... The reactants are CC(C)(C)OC(=O)N1CCCC(NC(=O)OCc2ccccc2)C1, CO. Yields the product CC(C)(C)OC(=O)N1CCCC(N)C1. As a reaction SMILES: [C:1]([CH3:2])([CH3:3])([CH3:4])[O:5][C:6](=[O:7])[N:8]1[CH2:9][CH:10]([NH:14][C:15]([O:16][CH2:17][c:18]2[cH:19][cH:20][cH:21][cH:22][cH:23]2)=[O:24])[CH2:11][CH2:12][CH2:13]1.[CH3:25][OH:26]>>[C:1]([CH3:2])([CH3:3])([CH3:4])[O:5][C:6](=[O:7])[N:8]1[CH2:9][CH:10]([NH2:14])[CH2:11][CH2:12][CH2:13]1. Reactants: C(C)(CC)[Mg]Cl (sec-butylmagnesium chloride), C1(CCCCC1)N(C(CC)=O)S(=O)(=O)C1=CC=C(C=C1)C (N-cyclohexyl-N-p-toluenesulfonylpropionamide), aqueous solution, C(CC(O)(C(=O)O)CC(=O)O)(=O)O (citric acid), C(C)(=O)O[C@@H]1[C@H](C(N1)=O)[C@@H](C)O[Si](C)(C)C(C)(C)C ((3R,4R)-4-acetoxy-3-[(R)-1-tert-butyldimethylsilyloxyethyl]azetidin-2-one). The solvent is O1CCCC1 (tetrahydrofuran), C(C)(=O)OCC (ethyl acetate), O1CCCC1 (tetrahydrofuran), O1CCCC1 (tetrahydrofuran). Conditions: temperature 5 celsius, time 10 minute. Product: [Si](C)(C)(C(C)(C)C)O[C@H](C)[C@H]1C(N[C@@H]1[C@H](C(=O)C=1C=C(C=CC1S(=O)(=O)NC1CCCCC1)C)C)=O (3-{(2R)-2-[(3S,4R)-3-[(1R)-1-tert-butyldimethylsilyloxyethyl]-2-oxoazetidin-4-yl]propionyl}-N-cyclohexyl-p-toluenesulfonamide). Isolated yield 63.0%. Reaction SMILES: [CH:1]1([N:7]([S:12]([C:15]2[CH:20]=[CH:19][C:18]([CH3:21])=[CH:17][CH:16]=2)(=[O:14])=[O:13])C(=O)CC)[CH2:6][CH2:5][CH2:4][CH2:3][CH2:2]1.C([Mg]Cl)(CC)C.C(O[C@H:32]1[NH:35][C:34](=[O:36])[C@@H:33]1[C@H:37]([O:39][Si:40]([C:43]([CH3:46])([CH3:45])[CH3:44])([CH3:42])[CH3:41])[CH3:38])(=O)C.[C:47](O)(=O)[CH2:48][C:49](CC(O)=O)(C(O)=O)[OH:50]>O1CCCC1.C(OCC)(=O)C>[Si:40]([O:39][C@@H:37]([C@@H:33]1[C@@H:32]([C@@H:48]([CH3:47])[C:49]([C:20]2[CH:19]=[C:18]([CH3:21])[CH:17]=[CH:16][C:15]=2[S:12]([NH:7][CH:1]2[CH2:2][CH2:3][CH2:4][CH2:5][CH2:6]2)(=[O:13])=[O:14])=[O:50])[NH:35][C:34]1=[O:36])[CH3:38])([C:43]([CH3:44])([CH3:45])[CH3:46])([CH3:41])[CH3:42]. Procedure: Under a nitrogen atmosphere, 309 mg (1.0 mmol) of N-cyclohexyl-N-p-toluenesulfonylpropionamide was charged in a 30-ml three-necked flask to dissolve it in 2 ml of tetrahydrofuran. To the resulting solution, 2.2 ml (2.2 mmol) of a tetrahydrofuran solution (0.99M) of sec-butylmagnesium chloride was slowly added dropwise at room temperature. The resulting mixture was reacted for 25 minutes under the same conditions. After cooling to 5° C., 2 ml of a tetrahydrofuran solution of 287 mg (1.0 mmol) of ... The reactants are CCOC(C)=O, C=CCOC(=O)Cl, [Na+], [Na], O, O=C([O-])O, CCOC(=O)C(C#N)=NO. Yields the product C=CCOC(=O)ON=C(C#N)C(=O)OCC. RXN SMILES: [CH3:25][CH2:26][O:27][C:28](=[O:29])[CH3:30].[Cl:12][C:13](=[O:14])[O:15][CH2:16][CH:17]=[CH2:18].[Na+:19].[Na:1].[OH2:24].[OH:20][C:21](=[O:22])[O-:23].[OH:2][N:3]=[C:4]([C:5](=[O:6])[O:7][CH2:8][CH3:9])[C:10]#[N:11]>>[O:2]([N:3]=[C:4]([C:5](=[O:6])[O:7][CH2:8][CH3:9])[C:10]#[N:11])[C:13](=[O:14])[O:15][CH2:16][CH:17]=[CH2:18].